describe an organic reaction: reactants, conditions, products, and yield From a dataset of the Open Reaction Database (ORD), a public repository of structured organic reaction records. Starting materials: O=C(O)CCc1ccccc1, CC(=O)O, [O-][I+3]([O-])([O-])O, I, O, O=S(=O)(O)O. The product is O=C(O)CCc1ccc(I)cc1. RXN SMILES: [C:1]([CH2:2][CH2:3][c:4]1[cH:5][cH:6][cH:7][cH:8][cH:9]1)(=[O:10])[OH:11].[CH3:24][C:25](=[O:26])[OH:27].[I+3:12]([OH:13])([O-:14])([O-:15])[O-:16].[I:22].[OH2:23].[S:17](=[O:18])(=[O:19])([OH:20])[OH:21]>>[C:1]([CH2:2][CH2:3][c:4]1[cH:5][cH:6][c:7]([I:12])[cH:8][cH:9]1)(=[O:10])[OH:11]. The reactants are C([O-])([O-])=O.[Na+].[Na+] (sodium carbonate), SC=1NC2=C(N1)C=CC=C2 (2-Mercaptobenzimidazole), BrCCCCCC(=O)O (6-bromocaproic acid), C(C)O (ethanol), O (water). The product is N1=C(NC2=C1C=CC=C2)SCCCCCC(=O)OCC (ethyl 6-(2-benzimidazolylthio)caproate). Reported procedure: 2-Mercaptobenzimidazole (6.3 g) and 6-bromocaproic acid (7.8 g) were dissolved in ethanol (35 ml), and the solution ws heated under reflux for 12 hours. After cooling, the reaction was added with water, and the mixture was adjusted to pH 8 with aqueous sodium carbonate. The deposited crystals were collected by filtration, and dried to obtain 11.2 g of the title compound. RXN SMILES: [SH:1][C:2]1[NH:3][C:4]2[CH:10]=[CH:9][CH:8]=[CH:7][C:5]=2[N:6]=1.Br[CH2:12][CH2:13][CH2:14][CH2:15][CH2:16][C:17]([OH:19])=[O:18].O.C(=O)([O-])[O-].[Na+].[Na+].[CH2:27](O)[CH3:28]>>[N:3]1[C:4]2[CH:10]=[CH:9][CH:8]=[CH:7][C:5]=2[NH:6][C:2]=1[S:1][CH2:12][CH2:13][CH2:14][CH2:15][CH2:16][C:17]([O:19][CH2:27][CH3:28])=[O:18] |f:3.4.5|. Starting materials: FC=1C=C(C(=O)OCC2=CC=CC=C2)C=CC1[N+](=O)[O-] (benzyl 3-fluoro-4-nitrobenzoate), NC(CCO)(C)C (3-amino-3-methylbutan-1-ol), C([O-])([O-])=O.[K+].[K+] (potassium carbonate). The solvent is C(C)#N (acetonitrile). Reaction conditions: temperature 80 celsius. Yields the product OCCC(C)(C)NC=1C=C(C(=O)OCC2=CC=CC=C2)C=CC1[N+](=O)[O-] (Benzyl 3-[(4-hydroxy-2-methylbutan-2-yl)amino]-4-nitrobenzoate). Isolated yield 11.4%. Reaction SMILES: F[C:2]1[CH:3]=[C:4]([CH:15]=[CH:16][C:17]=1[N+:18]([O-:20])=[O:19])[C:5]([O:7][CH2:8][C:9]1[CH:14]=[CH:13][CH:12]=[CH:11][CH:10]=1)=[O:6].[NH2:21][C:22]([CH3:27])([CH3:26])[CH2:23][CH2:24][OH:25].C(=O)([O-])[O-].[K+].[K+]>C(#N)C>[OH:25][CH2:24][CH2:23][C:22]([NH:21][C:2]1[CH:3]=[C:4]([CH:15]=[CH:16][C:17]=1[N+:18]([O-:20])=[O:19])[C:5]([O:7][CH2:8][C:9]1[CH:14]=[CH:13][CH:12]=[CH:11][CH:10]=1)=[O:6])([CH3:27])[CH3:26] |f:2.3.4|. Procedure details: A stirred solution of benzyl 3-fluoro-4-nitrobenzoate (2.67 g, 9.69 mmol) and 3-amino-3-methylbutan-1-ol (1.00 g, 9.69 mmol) in acetonitrile (20 mL) containing potassium carbonate (1.34 g, 9.69 mmol) is heated to 80° C. for 16 h. The solvent is evaporated, water (100 mL) is added, and the mixture is extracted with EtOAc (3×100 mL). The combined organic layers are dried (MgSO4), concentrated and purified by flash chromatography in heptanes/EtOAc to afford the title compound (395 mg, 1.10 mmol). The reactants are CN(C)C=O, COP(=O)(OC)OC, O=c1[nH]c(=O)n(-c2cccc([N+](=O)[O-])c2)c2ccccc12, O. The product is Cn1c(=O)c2ccccc2n(-c2cccc([N+](=O)[O-])c2)c1=O. Reaction SMILES: [CH3:22][N:23]([CH3:24])[CH:25]=[O:26].[CH3:27][O:28][P:29]([O:30][CH3:31])([O:32][CH3:33])=[O:34].[N+:1](=[O:2])([O-:3])[c:4]1[cH:5][c:6](-[n:10]2[c:11](=[O:21])[nH:12][c:13](=[O:20])[c:14]3[cH:15][cH:16][cH:17][cH:18][c:19]23)[cH:7][cH:8][cH:9]1.[OH2:35]>>[N+:1](=[O:2])([O-:3])[c:4]1[cH:5][c:6](-[n:10]2[c:11](=[O:21])[n:12]([CH3:22])[c:13](=[O:20])[c:14]3[cH:15][cH:16][cH:17][cH:18][c:19]23)[cH:7][cH:8][cH:9]1.